From a dataset of the Open Reaction Database (ORD), a public repository of structured organic reaction records. describe an organic reaction: reactants, conditions, products, and yield Reactants: O=S1(N(C(CCN1)C)C1=C(C=C(C(=O)O)C=C1)C)=O (4-(1,1-dioxo-3-methyl-[1,2,6]thiadiazinan-2-yl)-3-methyl-benzoic acid), ClC1=CC2=C(NC(=N2)[C@H](C)N)C=C1 ((1S)-1-(5-chloro-1H-benzimidazol-2-yl)-ethylamine), CN(C)C(=[N+](C)C)ON1C2=C(C=CC=C2)N=N1.[B-](F)(F)(F)F (TBTU), CN1CCOCC1 (NMM). Run in CN(C)C=O (DMF). Yields the product ClC1=CC2=C(NC(=N2)[C@H](C)NC(C2=CC(=C(C=C2)N2S(N(CCC2)C)(=O)=O)C)=O)C=C1 (N-[(1S)-1-(5-chloro-1H-benzimidazol-2-yl)-ethyl]-4-(1,1-dioxo-6-methyl-[1,2,6]thiadiazinan-2-yl)-3-methyl-benzamide). Reaction SMILES: [O:1]=[S:2]1(=[O:19])[NH:7][CH2:6][CH2:5][CH:4](C)[N:3]1[C:9]1[CH:17]=[CH:16][C:12]([C:13]([OH:15])=O)=[CH:11][C:10]=1[CH3:18].[Cl:20][C:21]1[CH:32]=[CH:31][C:24]2[NH:25][C:26]([C@@H:28]([NH2:30])[CH3:29])=[N:27][C:23]=2[CH:22]=1.[CH3:33]N(C(ON1N=NC2C=CC=CC1=2)=[N+](C)C)C.[B-](F)(F)(F)F.CN1CCOCC1>CN(C=O)C>[Cl:20][C:21]1[CH:32]=[CH:31][C:24]2[NH:25][C:26]([C@@H:28]([NH:30][C:13](=[O:15])[C:12]3[CH:16]=[CH:17][C:9]([N:3]4[CH2:4][CH2:5][CH2:6][N:7]([CH3:33])[S:2]4(=[O:1])=[O:19])=[C:10]([CH3:18])[CH:11]=3)[CH3:29])=[N:27][C:23]=2[CH:22]=1 |f:2.3|. Reported procedure: Prepared analogously to Example 1f from 4-(1,1-dioxo-3-methyl-[1,2,6]thiadiazinan-2-yl)-3-methyl-benzoic acid, (1S)-1-(5-chloro-1H-benzimidazol-2-yl)-ethylamine, TBTU and NMM in DMF with subsequent purification by preparative HPLC. The reactants are ClCC(=O)N1[C@@H](CC[C@@H]1C#CC)C#N ((2S,5R)-1-(chloroacetyl)-5-propynylpyrrolidine-2-carbonitrile), NC1(CCCC1)CO (1-amino-1-cyclopentanemethanol). Solvent: C(C)#N (acetonitrile). Conditions: time 18 hour. Yields the product OCC1(CCCC1)NCC(=O)N1[C@@H](CC[C@@H]1C#CC)C#N ((2S,5R)-1-{N-(1-(hydroxymethyl)cyclopentyl)glycyl}-5-prop-1-ynylpyrrolidine-2-carbonitrile). RXN SMILES: Cl[CH2:2][C:3]([N:5]1[C@@H:9]([C:10]#[C:11][CH3:12])[CH2:8][CH2:7][C@H:6]1[C:13]#[N:14])=[O:4].[NH2:15][C:16]1([CH2:21][OH:22])[CH2:20][CH2:19][CH2:18][CH2:17]1>C(#N)C>[OH:22][CH2:21][C:16]1([NH:15][CH2:2][C:3]([N:5]2[C@@H:9]([C:10]#[C:11][CH3:12])[CH2:8][CH2:7][C@H:6]2[C:13]#[N:14])=[O:4])[CH2:20][CH2:19][CH2:18][CH2:17]1. Reported procedure: To a stirred solution of (2S,5R)-1-(chloroacetyl)-5-propynylpyrrolidine-2-carbonitrile (0.03 g, 0.14 mmol, Example 88D) in acetonitrile (1 mL) at room temperature was added 1-amino-1-cyclopentanemethanol (35 mg, 0.28 mmol). The reaction mixture was stirred at room temperature for 18 hours, concentrated under reduced pressure and purified by flash chromatography with 3% methanol/97% dichloromethane to provide the titled compound. MS (ESI) m/z 290 (M+H)+; 1H NMR (DMSO) δ ppm 4.86 (m, 1H), 4.16 (m,...